From a dataset of the Open Reaction Database (ORD), a public repository of structured organic reaction records. describe an organic reaction: reactants, conditions, products, and yield Reactants: C1(=CC=CC=C1)CC(CN)O (3-phenyl-2-hydroxypropylamine), O=C(COC1=CC=C(CC2C(NC(S2)=O)=O)C=C1)C (5-[4-(2-oxopropoxy)benzyl]thiazolidine-2,4-dione). Run in C1=CC=CC=C1 (benzene). Reaction conditions: time 2 hour. Yields the product C1(=CC=CC=C1)CC(CNC(COC1=CC=C(CC2C(NC(S2)=O)=O)C=C1)C)O (5-{4-[2-(3-Phenyl-2-hydroxypropylamino)propoxy]benzyl}thiazolidine-2,4-dione). Isolated yield 39.8%. As a reaction SMILES: [C:1]1([CH2:7][CH:8]([OH:11])[CH2:9][NH2:10])[CH:6]=[CH:5][CH:4]=[CH:3][CH:2]=1.O=[C:13]([CH3:30])[CH2:14][O:15][C:16]1[CH:29]=[CH:28][C:19]([CH2:20][CH:21]2[S:25][C:24](=[O:26])[NH:23][C:22]2=[O:27])=[CH:18][CH:17]=1>C1C=CC=CC=1>[C:1]1([CH2:7][CH:8]([OH:11])[CH2:9][NH:10][CH:13]([CH3:30])[CH2:14][O:15][C:16]2[CH:17]=[CH:18][C:19]([CH2:20][CH:21]3[S:25][C:24](=[O:26])[NH:23][C:22]3=[O:27])=[CH:28][CH:29]=2)[CH:6]=[CH:5][CH:4]=[CH:3][CH:2]=1. Reported procedure: 550 mg of 3-phenyl-2-hydroxypropylamine (prepared as described in Preparation 17) and 1.0 g of 5-[4-(2-oxopropoxy)benzyl]thiazolidine-2,4-dione were suspended in 30 ml of anhydrous benzene, and the resulting suspension was heated under reflux for 30 minutes while removing water. Subsequently, the solvent was removed by evaporation under reduced pressure. The resulting oily product was dissolved in 20 ml of anhydrous methanol, 670 mg of sodium cyanoborohydride was added to the solution, whilst ic... Reactants: CC=1C(=C(C(=O)NC2(CC3=CC=CC=C3C2)C(=O)O)C=CC1)C=CC (2-[3-Methyl-2-(1-propenyl)-benzoylamino]-indan-2-carboxylic acid). The reagents and catalysts are [Pd] (Pd—C). Solvent: CCO (EtOH). Yields the product CC=1C(=C(C(=O)NC2(CC3=CC=CC=C3C2)C(=O)O)C=CC1)CCC (2-(3-Methyl-2-propyl-benzoylamino)-indan-2-carboxylic acid). Isolated yield 58.4%. RXN SMILES: [CH3:1][C:2]1[C:3]([CH:23]=[CH:24][CH3:25])=[C:4]([CH:20]=[CH:21][CH:22]=1)[C:5]([NH:7][C:8]1([C:17]([OH:19])=[O:18])[CH2:16][C:15]2[C:10](=[CH:11][CH:12]=[CH:13][CH:14]=2)[CH2:9]1)=[O:6]>CCO.[Pd]>[CH3:1][C:2]1[C:3]([CH2:23][CH2:24][CH3:25])=[C:4]([CH:20]=[CH:21][CH:22]=1)[C:5]([NH:7][C:8]1([C:17]([OH:19])=[O:18])[CH2:16][C:15]2[C:10](=[CH:11][CH:12]=[CH:13][CH:14]=2)[CH2:9]1)=[O:6]. Procedure: To a solution of 2-[3-methyl-2-(1-propenyl)-benzoylamino]-indan-2-carboxylic acid (143) (220 mg, 0.65 mmol) in absolute EtOH (10 mL) is added the catalyst, Pd—C (5 wt. % Pd, 55 mg, 2.6% mmol) under argon. The resulting reaction mixture is moved to the Paar apparatus to run hydrogenation: 50 psi, room temperature, overnight. The catalyst is removed by the filtration through a pre-column (10 g silica gel) and washed with EtOH. The combined solution is concentrated in vacuo. The residue is purified... The reactants are O=[N+]([O-])c1cc(Br)ccc1Cl, CO, [H][H]. The product is Nc1cc(Br)ccc1Cl. As a reaction SMILES: [Br:1][c:2]1[cH:3][cH:4][c:5]([Cl:11])[c:6]([N+:8]([O-:9])=[O:10])[cH:7]1.[CH3:14][OH:15].[H:12][H:13]>>[Br:1][c:2]1[cH:3][cH:4][c:5]([Cl:11])[c:6]([NH2:8])[cH:7]1. Conditions: time 1 hour. Reactants: C(C1=CC=CC=C1)OC1=CC=C(N)C=C1 (4-benzyloxyaniline), BrC1=NC=CC=C1 (2-bromopyridine), 21. Reported procedure: A mixture of 19.93 g. of 4-benzyloxyaniline and 4.77 ml. of 2-bromopyridine was stirred and gradually heated over a period of 21/2 hours to 150°C. The mixture was held at 160°C. for 1 hour and at 130°C. for one and three-quarters hours, and then steam distilled. The residue was filtered and the filtrate made alkaline. The combined solid products were recrystallized from cyclohexane to give N-(2-pyridyl)-4-benzyloxyaniline, tan prisms, m.p. 110°-111.5°C. As a reaction SMILES: [CH2:1]([O:8][C:9]1[CH:15]=[CH:14][C:12]([NH2:13])=[CH:11][CH:10]=1)[C:2]1[CH:7]=[CH:6][CH:5]=[CH:4][CH:3]=1.Br[C:17]1[CH:22]=[CH:21][CH:20]=[CH:19][N:18]=1>>[N:18]1[CH:19]=[CH:20][CH:21]=[CH:22][C:17]=1[NH:13][C:12]1[CH:11]=[CH:10][C:9]([O:8][CH2:1][C:2]2[CH:3]=[CH:4][CH:5]=[CH:6][CH:7]=2)=[CH:15][CH:14]=1. Yields the product N1=C(C=CC=C1)NC1=CC=C(C=C1)OCC1=CC=CC=C1 (N-(2-pyridyl)-4-benzyloxyaniline). The reactants are O=C([O-])[O-], CNCCO, CCC(C)=O, O=C(CCl)N1CCCCCC1, [K+], [K+]. Yields the product CN(CCO)CC(=O)N1CCCCCC1. As a reaction SMILES: [C:17](=[O:18])([O-:19])[O-:20].[CH3:12][NH:13][CH2:14][CH2:15][OH:16].[CH3:23][C:24](=[O:25])[CH2:26][CH3:27].[Cl:1][CH2:2][C:3](=[O:4])[N:5]1[CH2:6][CH2:7][CH2:8][CH2:9][CH2:10][CH2:11]1.[K+:21].[K+:22]>>[CH2:2]([C:3](=[O:4])[N:5]1[CH2:6][CH2:7][CH2:8][CH2:9][CH2:10][CH2:11]1)[N:13]([CH3:12])[CH2:14][CH2:15][OH:16]. Starting materials: C(C)OC1=C(C=C(C=C1)F)C=1C2=C(N=CN1)C(=C(N2COCC[Si](C)(C)C)C)C(=O)O (4-(2-ethoxy-5-fluorophenyl)-6-methyl-5-{[2-(trimethylsilyl)ethoxy]methyl}-5H-pyrrolo[3,2-d]pyrimidine-7-carboxylic acid), NC1CCN(CC1)C(=O)OC(C)(C)C (tert-butyl 4-amino-piperidine-1-carboxylate). Product: C(C)OC1=C(C=C(C=C1)F)C=1C2=C(N=CN1)C(=C(N2COCC[Si](C)(C)C)C)C(=O)NC2CCN(CC2)C(=O)OC(C)(C)C (tert-Butyl 4-({[4-(2-ethoxy-5-fluorophenyl)-6-methyl-5-{[2-(trimethylsilyl)ethoxy]methyl}-5H-pyrrolo[3,2-d]pyrimidin-7-yl]carbonyl}amino)piperidine-1-carboxylate). As a reaction SMILES: [CH2:1]([O:3][C:4]1[CH:9]=[CH:8][C:7]([F:10])=[CH:6][C:5]=1[C:11]1[C:12]2[N:19]([CH2:20][O:21][CH2:22][CH2:23][Si:24]([CH3:27])([CH3:26])[CH3:25])[C:18]([CH3:28])=[C:17]([C:29]([OH:31])=O)[C:13]=2[N:14]=[CH:15][N:16]=1)[CH3:2].[NH2:32][CH:33]1[CH2:38][CH2:37][N:36]([C:39]([O:41][C:42]([CH3:45])([CH3:44])[CH3:43])=[O:40])[CH2:35][CH2:34]1>>[CH2:1]([O:3][C:4]1[CH:9]=[CH:8][C:7]([F:10])=[CH:6][C:5]=1[C:11]1[C:12]2[N:19]([CH2:20][O:21][CH2:22][CH2:23][Si:24]([CH3:26])([CH3:25])[CH3:27])[C:18]([CH3:28])=[C:17]([C:29]([NH:32][CH:33]3[CH2:34][CH2:35][N:36]([C:39]([O:41][C:42]([CH3:45])([CH3:44])[CH3:43])=[O:40])[CH2:37][CH2:38]3)=[O:31])[C:13]=2[N:14]=[CH:15][N:16]=1)[CH3:2]. Reported procedure: Starting from 4-(2-ethoxy-5-fluorophenyl)-6-methyl-5-{[2-(trimethylsilyl)ethoxy]methyl}-5H-pyrrolo[3,2-d]pyrimidine-7-carboxylic acid (example D.c4) and commercially available tert-butyl 4-amino-piperidine-1-carboxylate the title compound is obtained as pale yellow foam. The reactants are C(C1=CC=CC=C1)N1CCC(=CC1)C1=CC=C(C=C1)[C@H](C)NC(CC)=O ((S)—N-{1-[4-(1-Benzyl-1,2,3,6-tetrahydro-pyridin-4-yl)-phenyl]-ethyl}-propionamide). Reagents/catalysts: [Pd] (Pd/C). Run in C(C)O (ethanol). Product: N1CCC(CC1)C1=CC=C(C=C1)[C@H](C)NC(CC)=O ((S)—N-[1-(4-Piperidin-4-yl-phenyl)-ethyl]-propionamide). RXN SMILES: C([N:8]1[CH2:13][CH:12]=[C:11]([C:14]2[CH:19]=[CH:18][C:17]([C@@H:20]([NH:22][C:23](=[O:26])[CH2:24][CH3:25])[CH3:21])=[CH:16][CH:15]=2)[CH2:10][CH2:9]1)C1C=CC=CC=1>C(O)C.[Pd]>[NH:8]1[CH2:13][CH2:12][CH:11]([C:14]2[CH:19]=[CH:18][C:17]([C@@H:20]([NH:22][C:23](=[O:26])[CH2:24][CH3:25])[CH3:21])=[CH:16][CH:15]=2)[CH2:10][CH2:9]1. Procedure: 9.58 g (27.5 mmol) ((S)—N-{1-[4-(1-Benzyl-1,2,3,6-tetrahydro-pyridin-4-yl)-phenyl]-ethyl}-propionamide (XXII.1) in 130 mL ethanol are hydrogenated (3 bar) for 7 h at 50° C. using 0.80 g Pd/C (10%). After that time, the catalyst is filtered off and the solvent is evaporated. The residue is purified by HPLC (column: Gemini Phenomenex, 10 μM; eluent A: water+0.30% NH4OH, eluent B: acetone) to yield the desired product. The reactants are OCC1=CC=C(OCC=2C=C(C=CC2)C2=C(C=C(C=C2C)OCC(C)(O)C)C)C=C1 (1-[(3′-{[4-(hydroxymethyl)phenoxy]methyl}-2,6-dimethylbiphenyl-4-yl)oxy]-2-methylpropan-2-ol). The reagents and catalysts are [O-2].[O-2].[Mn+4] (manganese dioxide). The solvent is C(Cl)(Cl)Cl (chloroform). Reaction conditions: temperature 50 celsius. Yields the product OC(COC1=CC(=C(C(=C1)C)C1=CC(=CC=C1)COC1=CC=C(C=O)C=C1)C)(C)C (4-{[4′-(2-hydroxy-2-methylpropoxy)-2′,6′-dimethylbiphenyl-3-yl]methoxy}benzaldehyde). RXN SMILES: [OH:1][CH2:2][C:3]1[CH:30]=[CH:29][C:6]([O:7][CH2:8][C:9]2[CH:10]=[C:11]([C:15]3[C:20]([CH3:21])=[CH:19][C:18]([O:22][CH2:23][C:24]([CH3:27])([OH:26])[CH3:25])=[CH:17][C:16]=3[CH3:28])[CH:12]=[CH:13][CH:14]=2)=[CH:5][CH:4]=1>[O-2].[O-2].[Mn+4].C(Cl)(Cl)Cl>[OH:26][C:24]([CH3:27])([CH3:25])[CH2:23][O:22][C:18]1[CH:17]=[C:16]([CH3:28])[C:15]([C:11]2[CH:12]=[CH:13][CH:14]=[C:9]([CH2:8][O:7][C:6]3[CH:5]=[CH:4][C:3]([CH:2]=[O:1])=[CH:30][CH:29]=3)[CH:10]=2)=[C:20]([CH3:21])[CH:19]=1 |f:1.2.3|. Reported procedure: A mixture of 1-[(3′-{[4-(hydroxymethyl)phenoxy]methyl}-2,6-dimethylbiphenyl-4-yl)oxy]-2-methylpropan-2-ol, manganese dioxide and chloroform was stirred with heating at 50° C. for 20 hours to obtain 4-{[4′-(2-hydroxy-2-methylpropoxy)-2′,6′-dimethylbiphenyl-3-yl]methoxy}benzaldehyde. Reactants: ClC(=O)OCC (Ethyl chloroformate), C(C1=CC=CC=C1)N1CC(OCC1)C=C1C2=C(CCC3=C1C=CC=C3)C=CC=C2 (5-(4-benzylmorpholin-2-yl)methylidene-10,11-dihydro-5H-dibenzo[a,d]cycloheptene). Solvent: C1=CC=CC=C1 (benzene). Yields the product C(C)OC(=O)N1CC(OCC1)C=C1C2=C(CCC3=C1C=CC=C3)C=CC=C2 (5-(4-ethoxycarbonylmorpholin-2-yl)methylidene-10,11-dihydro-5H-dibenzo[a,d]-cycloheptene). As a reaction SMILES: Cl[C:2]([O:4][CH2:5][CH3:6])=[O:3].C([N:14]1[CH2:19][CH2:18][O:17][CH:16]([CH:20]=[C:21]2[C:27]3[CH:28]=[CH:29][CH:30]=[CH:31][C:26]=3[CH2:25][CH2:24][C:23]3[CH:32]=[CH:33][CH:34]=[CH:35][C:22]2=3)[CH2:15]1)C1C=CC=CC=1>C1C=CC=CC=1>[CH2:5]([O:4][C:2]([N:14]1[CH2:19][CH2:18][O:17][CH:16]([CH:20]=[C:21]2[C:27]3[CH:28]=[CH:29][CH:30]=[CH:31][C:26]=3[CH2:25][CH2:24][C:23]3[CH:32]=[CH:33][CH:34]=[CH:35][C:22]2=3)[CH2:15]1)=[O:3])[CH3:6]. Procedure: Ethyl chloroformate (3.6 g) was added to 5-(4-benzylmorpholin-2-yl)methylidene-10,11-dihydro-5H-dibenzo[a,d]cycloheptene (3.13 g) in anhydrous benzene at room temperature, and the resulting mixture was heated under reflux for 5.5 hours. After cooling, the mixture was washed with a saturated aqueous sodium bicarbonate solution and water, dried and evaporated to afford 5-(4-ethoxycarbonylmorpholin-2-yl)methylidene-10,11-dihydro-5H-dibenzo[a,d]-cycloheptene as oily material. Reactants: COC=1C=C(C=C(C1OC)OC)NC1=NC(=CN=C1)Cl (2-(3,4,5-trimethoxyphenylamino)-6-chloropyrazine), C1=CC=C2C(=C1)C=CC=C2S (1-thionaphthol). The product is C1(=CC=CC2=CC=CC=C12)SC1=CN=CC(=N1)NC1=CC(=C(C(=C1)OC)OC)OC (6-(Naphthalen-1-ylthio)-N-(3,4,5-trimethoxyphenyl)pyrazin-2-amine). Yield: 32.0%. Reaction SMILES: [CH3:1][O:2][C:3]1[CH:4]=[C:5]([NH:13][C:14]2[CH:19]=[N:18][CH:17]=[C:16](Cl)[N:15]=2)[CH:6]=[C:7]([O:11][CH3:12])[C:8]=1[O:9][CH3:10].[CH:21]1[CH:26]=[C:25]2[CH:27]=[CH:28][CH:29]=[C:30]([SH:31])[C:24]2=[CH:23][CH:22]=1>>[C:30]1([S:31][C:16]2[N:15]=[C:14]([NH:13][C:5]3[CH:4]=[C:3]([O:2][CH3:1])[C:8]([O:9][CH3:10])=[C:7]([O:11][CH3:12])[CH:6]=3)[CH:19]=[N:18][CH:17]=2)[C:24]2[C:25](=[CH:26][CH:21]=[CH:22][CH:23]=2)[CH:27]=[CH:28][CH:29]=1. Procedure details: Using Method X with 150 mg of 2-(3,4,5-trimethoxyphenylamino)-6-chloropyrazine and 1-thionaphthol, the title compound was obtained (68 mg). Yield: 32%. 1H NMR (250 MHz, DMSO-d6) δ 3.60 (s, 3H), 3.61 (s, 6H), 6.94 (s, 2H), 7.25 (s, 1H), 7.57-7.63 (m, 3H), 7.91 (s, 1H), 7.95 (dd, 1H, J1=1.2 Hz, J2=7.1 Hz), 8.03-8.07 (m, 1H), 8.11 (d, 1H, J=8.3 Hz), 8.26-8.30 (m, 1H), 9.54 (s, 1H). 13C NMR (62.9 MHz, DMSO-d6) δ 55.55, 60.09, 96.41, 124.82, 126.23, 126.58, 126.74, 127.65, 128.90, 129.90, 130.63, 131...